From a dataset of the Open Reaction Database (ORD), a public repository of structured organic reaction records. describe an organic reaction: reactants, conditions, products, and yield Reactants: NC=1N=C(C/2=C(N1)C[C@@H](N\C2=N/O)C2=C(C=C(C=C2)F)Br)C ((R,Z)-2-amino-7-(2-bromo-4-fluorophenyl)-4-methyl-7,8-dihydropyrido[4,3-d]pyrimidin-5(6H)-one oxime), COC1=CC=CC(=N1)B1OCCN(CCO1)C1=CC=CC=C1 (2-(6-methoxypyridin-2-yl)-6-phenyl-1,3,6,2-dioxazaborocane), C(=O)([O-])[O-].[Na+].[Na+] (Na2CO3). Reagents/catalysts: C1=CC=C(C=C1)P([C-]2C=CC=C2)C3=CC=CC=C3.C1=CC=C(C=C1)P([C-]2C=CC=C2)C3=CC=CC=C3.Cl[Pd]Cl.[Fe+2] (Pd(dppf)2Cl2). Solvent: CC(=O)N(C)C (DMA). Run at temperature 85 celsius. Product: NC=1N=C(C/2=C(N1)C[C@@H](N\C2=N/O)C2=C(C=C(C=C2)F)Br)C ((R,Z)-2-amino-7-(2-bromo-4-fluorophenyl)-4-methyl-7,8-dihydropyrido[4,3-d]pyrimidin-5(6H)-one oxime), NC=1N=C(C/2=C(N1)C[C@@H](N\C2=N/O)C2=C(C=C(C=C2)F)C2=NC(=CC=C2)OC)C ((R,Z)-2-amino-7-(4-fluoro-2-(6-methoxypyridin-2-yl)phenyl)-4-methyl-7,8-dihydropyrido[4,3-d]pyrimidin-5(6H)-one oxime). As a reaction SMILES: [NH2:1][C:2]1[N:3]=[C:4]([CH3:22])[C:5]2=[C:6]([CH2:8][C@H:9]([C:14]3[CH:19]=[CH:18][C:17]([F:20])=[CH:16][C:15]=3[Br:21])[NH:10]/[C:11]/2=[N:12]\[OH:13])[N:7]=1.[CH3:23][O:24][C:25]1[N:30]=[C:29](B2OCCN(C3C=CC=CC=3)CCO2)[CH:28]=[CH:27][CH:26]=1.C([O-])([O-])=O.[Na+].[Na+]>CC(N(C)C)=O.C1C=CC(P(C2C=CC=CC=2)[C-]2C=CC=C2)=CC=1.C1C=CC(P(C2C=CC=CC=2)[C-]2C=CC=C2)=CC=1.Cl[Pd]Cl.[Fe+2]>[NH2:1][C:2]1[N:3]=[C:4]([CH3:22])[C:5]2=[C:6]([CH2:8][C@H:9]([C:14]3[CH:19]=[CH:18][C:17]([F:20])=[CH:16][C:15]=3[Br:21])[NH:10]/[C:11]/2=[N:12]\[OH:13])[N:7]=1.[NH2:1][C:2]1[N:3]=[C:4]([CH3:22])[C:5]2=[C:6]([CH2:8][C@H:9]([C:14]3[CH:19]=[CH:18][C:17]([F:20])=[CH:16][C:15]=3[C:29]3[CH:28]=[CH:27][CH:26]=[C:25]([O:24][CH3:23])[N:30]=3)[NH:10]/[C:11]/2=[N:12]\[OH:13])[N:7]=1 |f:2.3.4,6.7.8.9|. Procedure details: (R,Z)-2-amino-7-(2-bromo-4-fluorophenyl)-4-methyl-7,8-dihydropyrido[4,3-d]pyrimidin-5(6H)-one oxime (Compound 86c) was prepared as described in Example 85 above. A mixture of 86c (36.5 mg, 0.1 mmol and 2-(6-methoxypyridin-2-yl)-6-phenyl-1,3,6,2-dioxazaborocane (86f, 149 mg, 0.5 mmol), Pd(dppf)2Cl2 (8.12 mg, 0.01 mmol), and 2N Na2CO3 (0.25 mL, 0.5 mmol) in DMA (3 mL) was degassed with N2 and heated at 85° C. overnight. The reaction mixture was cooled to ambient temperature, diluted with ethyl ace... Reactants: CC(C)(C)OC(=O)NCCO, O=C(O)COc1ccc(CCCCNC(=O)OCc2ccccc2)cc1, CN(C)c1ccncc1, ClCCl. The product is CC(C)(C)OC(=O)NCCOC(=O)COc1ccc(CCCCNC(=O)OCc2ccccc2)cc1. Reaction SMILES: [C:27]([CH3:28])([CH3:29])([CH3:30])[O:31][C:32]([NH:33][CH2:34][CH2:35][OH:36])=[O:37].[CH2:1]([c:2]1[cH:3][cH:4][cH:5][cH:6][cH:7]1)[O:8][C:9](=[O:10])[NH:11][CH2:12][CH2:13][CH2:14][CH2:15][c:16]1[cH:17][cH:18][c:19]([O:20][CH2:21][C:22](=[O:23])[OH:24])[cH:25][cH:26]1.[CH3:41][N:42]([c:43]1[cH:44][cH:45][n:46][cH:47][cH:48]1)[CH3:49].[Cl:38][CH2:39][Cl:40]>>[CH2:1]([c:2]1[cH:3][cH:4][cH:5][cH:6][cH:7]1)[O:8][C:9](=[O:10])[NH:11][CH2:12][CH2:13][CH2:14][CH2:15][c:16]1[cH:17][cH:18][c:19]([O:20][CH2:21][C:22]([O:23][CH2:35][CH2:34][NH:33][C:32]([O:31][C:27]([CH3:28])([CH3:29])[CH3:30])=[O:37])=[O:24])[cH:25][cH:26]1. The solvent is CN(C=O)C (N,N-dimethylformamide). Conditions: time 8 hour. Procedure: To a 1 liter, 4 necked, round-bottomed flask equipped with mechanical stirring and a nitrogen atmosphere is charged 100.0 g (0.258 mol) of methyl 3-(5-chloro-2H-benzotriazol-2-yl)-5-tert-butyl-4-hydroxyhydrocinnamate, 350 mL of N,N-diethylformamide, and 61.9 g (0.773 mol) of 50% aqueous sodium hydroxide solution. The mixture is heated at 75°-80° C. for 3 hours at which point the ester hydrolysis is complete. A catalytic mount of potassium iodide (5.0 g) is added. Thiophenol (32.2 g, 0.258 mol) i... The product is C1(=CC=CC=C1)SC1=CC=2C(=NN(N2)C=2C=C(CCC(=O)O)C=C(C2O)C(C)(C)C)C=C1 (3-(5-Phenylthio-2H-benzotriazol-2-yl)-5-tert-butyl-4-hydroxyhydrocinnamic acid). Reaction SMILES: Cl[C:2]1[CH:27]=[CH:26][C:5]2=[N:6][N:7]([C:9]3[CH:10]=[C:11]([CH:18]=[C:19]([C:22]([CH3:25])([CH3:24])[CH3:23])[C:20]=3[OH:21])[CH2:12][CH2:13][C:14]([O:16]C)=[O:15])[N:8]=[C:4]2[CH:3]=1.C(N(CC)C=O)C.[OH-].[Na+].[I-].[K+].[C:39]1([SH:45])[CH:44]=[CH:43][CH:42]=[CH:41][CH:40]=1>CN(C)C=O>[C:39]1([S:45][C:2]2[CH:27]=[CH:26][C:5]3=[N:6][N:7]([C:9]4[CH:10]=[C:11]([CH:18]=[C:19]([C:22]([CH3:25])([CH3:24])[CH3:23])[C:20]=4[OH:21])[CH2:12][CH2:13][C:14]([OH:16])=[O:15])[N:8]=[C:4]3[CH:3]=2)[CH:44]=[CH:43][CH:42]=[CH:41][CH:40]=1 |f:2.3,4.5|. The reactants are ClC1=CC=2C(=NN(N2)C=2C=C(CCC(=O)OC)C=C(C2O)C(C)(C)C)C=C1 (methyl 3-(5-chloro-2H-benzotriazol-2-yl)-5-tert-butyl-4-hydroxyhydrocinnamate), C(C)N(C=O)CC (N,N-diethylformamide), [OH-].[Na+] (sodium hydroxide), ester, C1(=CC=CC=C1)S (thiophenol), [I-].[K+] (potassium iodide), C1(=CC=CC=C1)S (Thiophenol). Yield: 72.3%. The reactants are [H-].[Na+] (sodium hydride), C(C1=CC=CC=C1)OC=1C(=NN2C1C(NCC2C(=O)OCC)=O)C(=O)OC (Methyl 3-benzyloxy-7-ethoxycarbonyl-4-oxo-4,5,6,7-tetrahydropyrazolo[1,5-a]pyrazine-2-carboxylate), C1(=CC=CC=C1)C (toluene), IC (iodomethane). Product: C(C1=CC=CC=C1)OC=1C(=NN2C1C(N(CC2C(=O)OCC)C)=O)C(=O)OC (Methyl 3-benzyloxy-7-ethoxycarbonyl-5-methyl-4-oxo-4,5,6,7-tetrahydropyrazolo[1,5-a]pyrazine-2-carboxylate). Solvent: CN(C)C=O (DMF). Procedure details: Methyl 3-benzyloxy-7-ethoxycarbonyl-4-oxo-4,5,6,7-tetrahydropyrazolo[1,5-a]pyrazine-2-carboxylate (4.0 g, 10.71 mmol) was azeotroped from toluene and dissolved in anhydrous DMF (20 mL), and iodomethane (700 μL, 11.25 mmol) was passed through a plug of activated basic alumina and added to the solution. After being cooled to 0° C., the solution was treated with sodium hydride (270 mg, 11.25 mmol, 95% dispersion in oil) and stirred for 1 hour. The reaction was quenched with acetic acid, and the sol... Reaction SMILES: [CH2:1]([O:8][C:9]1[C:10]([C:24]([O:26][CH3:27])=[O:25])=[N:11][N:12]2[CH:17]([C:18]([O:20][CH2:21][CH3:22])=[O:19])[CH2:16][NH:15][C:14](=[O:23])[C:13]=12)[C:2]1[CH:7]=[CH:6][CH:5]=[CH:4][CH:3]=1.[C:28]1(C)C=CC=CC=1.IC.[H-].[Na+]>CN(C=O)C>[CH2:1]([O:8][C:9]1[C:10]([C:24]([O:26][CH3:27])=[O:25])=[N:11][N:12]2[CH:17]([C:18]([O:20][CH2:21][CH3:22])=[O:19])[CH2:16][N:15]([CH3:28])[C:14](=[O:23])[C:13]=12)[C:2]1[CH:7]=[CH:6][CH:5]=[CH:4][CH:3]=1 |f:3.4|. Conditions: temperature 0 celsius, time 1 hour. Reactants: NC(C(O)C1=CC=C(C=C1)C(F)(F)F)CC1=CC=C(C=C1)F ((1RS,2SR)-2-amino-3-(4-fluorophenyl)-1-(4-(trifluoromethyl)phenyl)-1-propanol), C1(=CC=CC=C1)CCCC(=O)O (4-phenyl-n-butyric acid), Cl.C(C)N=C=NCCCN(C)C (1-ethyl-3-(3-dimethylaminopropyl)carbodiimide hydrochloride), ON1N=NC2=C1C=CC=C2 (1-hydroxy-1H-benzotriazole). Solvent: O (water), C(C)#N (acetonitrile). Conditions: time 8 hour. Product: FC1=CC=C(C=C1)CC(C(C1=CC=C(C=C1)C(F)(F)F)O)NC(CCCC1=CC=CC=C1)=O (N-((1RS,2SR)-1-((4-fluorophenyl)methyl)-2-hydroxy-2-(4-(trifluoromethyl)phenyl)ethyl)-4-phenylbutyramide). The yield is 68.0%. As a reaction SMILES: [NH2:1][CH:2]([CH2:15][C:16]1[CH:21]=[CH:20][C:19]([F:22])=[CH:18][CH:17]=1)[CH:3]([C:5]1[CH:10]=[CH:9][C:8]([C:11]([F:14])([F:13])[F:12])=[CH:7][CH:6]=1)[OH:4].[C:23]1([CH2:29][CH2:30][CH2:31][C:32](O)=[O:33])[CH:28]=[CH:27][CH:26]=[CH:25][CH:24]=1.Cl.C(N=C=NCCCN(C)C)C.ON1C2C=CC=CC=2N=N1>C(#N)C.O>[F:22][C:19]1[CH:18]=[CH:17][C:16]([CH2:15][CH:2]([NH:1][C:32](=[O:33])[CH2:31][CH2:30][CH2:29][C:23]2[CH:28]=[CH:27][CH:26]=[CH:25][CH:24]=2)[CH:3]([OH:4])[C:5]2[CH:10]=[CH:9][C:8]([C:11]([F:12])([F:13])[F:14])=[CH:7][CH:6]=2)=[CH:21][CH:20]=1 |f:2.3|. Reported procedure: To a solution of (1RS,2SR)-2-amino-3-(4-fluorophenyl)-1-(4-(trifluoromethyl)phenyl)-1-propanol (450 mg, 1.44 mmol) in acetonitrile (30 ml) were added 4-phenyl-n-butyric acid (236 mg, 1.44 mmol), 1-ethyl-3-(3-dimethylaminopropyl)carbodiimide hydrochloride (358 mg, 1.87 mmol) and 1-hydroxy-1H-benzotriazole (220 mg, 1.44 mmol), and the mixture was stirred overnight at room temperature. The reaction solution was diluted with water (100 ml) and extracted with ethyl acetate (100 ml×2). The extract was... The reactants are ClC1=C(C(=O)O)C=CC=C1 (2-chlorobenzoic acid), FC1=CC=C(C=C1)C(CN)C=1C=NC(=NC1)C(F)(F)F (2-(4-fluorophenyl)-2-(2-(trifluoromethyl)pyrimidin-5-yl)ethanamine). Yields the product ClC1=C(C(=O)NCC(C=2C=NC(=NC2)C(F)(F)F)C2=CC=C(C=C2)F)C=CC=C1 (2-chloro-N-(2-(4-fluorophenyl)-2-(2-(trifluoromethyl)pyrimidin-5-yl)ethyl)benzamide). RXN SMILES: [Cl:1][C:2]1[CH:10]=[CH:9][CH:8]=[CH:7][C:3]=1[C:4]([OH:6])=O.[F:11][C:12]1[CH:17]=[CH:16][C:15]([CH:18]([C:21]2[CH:22]=[N:23][C:24]([C:27]([F:30])([F:29])[F:28])=[N:25][CH:26]=2)[CH2:19][NH2:20])=[CH:14][CH:13]=1>>[Cl:1][C:2]1[CH:10]=[CH:9][CH:8]=[CH:7][C:3]=1[C:4]([NH:20][CH2:19][CH:18]([C:15]1[CH:16]=[CH:17][C:12]([F:11])=[CH:13][CH:14]=1)[C:21]1[CH:22]=[N:23][C:24]([C:27]([F:29])([F:30])[F:28])=[N:25][CH:26]=1)=[O:6]. Procedure details: From 2-chlorobenzoic acid and 2-(4-fluorophenyl)-2-(2-(trifluoromethyl)pyrimidin-5-yl)ethanamine. LCMS (MH+): m/z=424.1, tR (minutes, Method F)=3.19 Starting materials: C([O-])([O-])=O.[K+].[K+] (potassium carbonate), C(C1=CC=CC=C1)OC(=O)C1=CC=C(OC2=C(C(=C(C(=C2F)F)C2=C(C(=C(C(=C2F)F)F)F)F)F)F)C=C1 (4-(4-benzyloxycarbonylphenoxy)nonafluoro-biphenyl), Example 4, Example 3, [N+](=O)([O-])C1=C(C(=C(C(=C1F)F)O)F)F (4-nitrotetrafluorophenol), C(O)([O-])=O.[K+] (potassium hydrogencarbonate). The solvent is CS(=O)C (dimethyl sulfoxide). Conditions: time 24 hour. Yields the product [N+](=O)([O-])C1=C(C(=C(OC2=C(C(=C(C(=C2F)F)C2=C(C(=C(C(=C2F)F)OC2=CC=C(C=C2)C(=O)OCC2=CC=CC=C2)F)F)F)F)C(=C1F)F)F)O (4-(4-nitro-3-hydroxy-2,5,6-trifluoro-phenoxy)-4'-(4-benzyloxycarbonylphenoxy)octafluoro-biphenyl). Yield: 92.0%. Reaction SMILES: [CH2:1]([O:8][C:9]([C:11]1[CH:38]=[CH:37][C:14]([O:15][C:16]2[C:21]([F:22])=[C:20]([F:23])[C:19]([C:24]3[C:29]([F:30])=[C:28]([F:31])[C:27](F)=[C:26]([F:33])[C:25]=3[F:34])=[C:18]([F:35])[C:17]=2[F:36])=[CH:13][CH:12]=1)=[O:10])[C:2]1[CH:7]=[CH:6][CH:5]=[CH:4][CH:3]=1.[N+:39]([C:42]1[C:47](F)=[C:46]([F:49])[C:45]([OH:50])=[C:44]([F:51])[C:43]=1[F:52])([O-:41])=[O:40].C(=O)([O-])[O-:54].[K+].[K+].C(=O)([O-])O.[K+]>CS(C)=O>[N+:39]([C:42]1[C:43]([F:52])=[C:44]([F:51])[C:45]([O:50][C:27]2[C:28]([F:31])=[C:29]([F:30])[C:24]([C:19]3[C:20]([F:23])=[C:21]([F:22])[C:16]([O:15][C:14]4[CH:37]=[CH:38][C:11]([C:9]([O:8][CH2:1][C:2]5[CH:7]=[CH:6][CH:5]=[CH:4][CH:3]=5)=[O:10])=[CH:12][CH:13]=4)=[C:17]([F:36])[C:18]=3[F:35])=[C:25]([F:34])[C:26]=2[F:33])=[C:46]([F:49])[C:47]=1[OH:54])([O-:41])=[O:40] |f:2.3.4,5.6|. Procedure details: 50 g of 4-(4-benzyloxycarbonylphenoxy)nonafluoro-biphenyl prepared as described in Example 3 (0.092 mol) and 19.4 g of 4-nitrotetrafluorophenol prepared as described in Example 4 (0.092 mol) are dissolved in 400 ml of dimethyl sulfoxide. 25 g of potassium carbonate (0.184 mol) are added in portions to the solution. The mixture is then stirred at room temperature for 24 hours and then heated at 60° C. for 24 hours, and 10 g of potassium hydrogencarbonate (0.1 mol) are then added. The reaction sol...